Task: describe an organic reaction: reactants, conditions, products, and yield. Dataset: the Open Reaction Database (ORD), a public repository of structured organic reaction records The reactants are ( 5+5 ), B([C@H](CC(C)C)NC(=O)[C@H](CC=1C=CC=CC1)NC(=O)C=2C=NC=CN2)(O)O.C(=O)([O-])[C@@H](O)[C@H](O)C(=O)[O-] (bortezomib D-tartrate), such solution. Solvent: CS(=O)C (DMSO), CS(=O)C (DMSO). Yields the product B([C@H](CC(C)C)NC(=O)[C@H](CC=1C=CC=CC1)NC(=O)C=2C=NC=CN2)(O)O.C(=O)([O-])C(O)C(O)C(=O)[O-] (Bortezomib Tartrate). RXN SMILES: [B:1]([OH:28])([OH:27])[C@@H:2]([NH:7][C:8]([C@@H:10]([NH:18][C:19]([C:21]1[CH:22]=[N:23][CH:24]=[CH:25][N:26]=1)=[O:20])[CH2:11][C:12]1[CH:13]=[CH:14][CH:15]=[CH:16][CH:17]=1)=[O:9])[CH2:3][CH:4]([CH3:6])[CH3:5].[C:29]([C@H:32]([C@@H:34]([C:36]([O-:38])=[O:37])[OH:35])[OH:33])([O-:31])=[O:30]>CS(C)=O>[B:1]([OH:28])([OH:27])[C@@H:2]([NH:7][C:8]([C@@H:10]([NH:18][C:19]([C:21]1[CH:22]=[N:23][CH:24]=[CH:25][N:26]=1)=[O:20])[CH2:11][C:12]1[CH:17]=[CH:16][CH:15]=[CH:14][CH:13]=1)=[O:9])[CH2:3][CH:4]([CH3:6])[CH3:5].[C:29]([CH:32]([CH:34]([C:36]([O-:38])=[O:37])[OH:35])[OH:33])([O-:31])=[O:30] |f:0.1,3.4|. Procedure: 3.8 g (5+5) bis-bortezomib tartrate III, prepared as described in example 2, were dissolved in 100 ml DMSO (mother solution). An aliquot of 1 ml of such solution was diluted with 1 ml DMSO. The reactants are [N-]=[N+]=[N-].[Na+] (sodium azide), [Cl-].[NH4+] (ammonium chloride), C(C1=CC=CC=C1)N1C=C(C2=CC=CC=C12)C=1OC(=CN1)C=1C=C2C=CC(=CC2=CC1)OCC#N (({6-[2-(1-benzyl-1H-indol-3-yl)-1,3-oxazol-5-yl]-2-naphthyl}oxy)acetonitrile), [N-]=[N+]=[N-].[Na+] (sodium azide), [Cl-].[NH4+] (ammonium chloride), Cl (HCl). Solvent: CN(C)C=O (DMF), O (H2O). Reaction conditions: temperature 100 celsius, time 5 hour. Product: C(C1=CC=CC=C1)N1C=C(C2=CC=CC=C12)C=1OC(=CN1)C1=CC2=CC=C(C=C2C=C1)OCC1=NN=NN1 (1-Benzyl-3-{5-[6-(1H-tetrazol-5-ylmethoxy)-2-naphthyl]-1,3-oxazol-2-yl}-1H-indole). Isolated yield 89.7%. As a reaction SMILES: [CH2:1]([N:8]1[C:16]2[C:11](=[CH:12][CH:13]=[CH:14][CH:15]=2)[C:10]([C:17]2[O:18][C:19]([C:22]3[CH:23]=[C:24]4[C:29](=[CH:30][CH:31]=3)[CH:28]=[C:27]([O:32][CH2:33][C:34]#[N:35])[CH:26]=[CH:25]4)=[CH:20][N:21]=2)=[CH:9]1)[C:2]1[CH:7]=[CH:6][CH:5]=[CH:4][CH:3]=1.[N-:36]=[N+:37]=[N-:38].[Na+].[Cl-].[NH4+].Cl>CN(C=O)C.O>[CH2:1]([N:8]1[C:16]2[C:11](=[CH:12][CH:13]=[CH:14][CH:15]=2)[C:10]([C:17]2[O:18][C:19]([C:22]3[CH:31]=[CH:30][C:29]4[C:24](=[CH:25][CH:26]=[C:27]([O:32][CH2:33][C:34]5[NH:38][N:37]=[N:36][N:35]=5)[CH:28]=4)[CH:23]=3)=[CH:20][N:21]=2)=[CH:9]1)[C:2]1[CH:7]=[CH:6][CH:5]=[CH:4][CH:3]=1 |f:1.2,3.4|. Reported procedure: A mixture of ({6-[2-(1-benzyl-1H-indol-3-yl)-1,3-oxazol-5-yl]-2-naphthyl}oxy)acetonitrile (104 mg, 0.228 mmol), prepared in the previous step, sodium azide (46.4 mg, 0.715 mmol) and ammonium chloride (36.9 mg, 0.69 mmol) in 10 mL of DMF was stirred at 100° C. for 5 h. Following the reaction by MS, starting material remained. Additional sodium azide (48.9 mg, 0.724 mmol) and ammonium chloride (37.6 mg, 0.71 mmol) were added and the reaction stirred at 100° C. for 2 h. This procedure was repeated ... Starting materials: NC(=O)[C@H]1CN(C[C@H](C1)N(CC(C)C)C(=O)C=1C(=NC(=NC1)C(C)(C)C)NCC=1OC=CC1)C(=O)OC(C)(C)C (tert-Butyl (3R*,5S*)-3-(aminocarbonyl)-5-[({2-tert-butyl-4-[(2-furylmethyl)amino]pyrimidin-5-yl}carbonyl)(isobutyl)amino]piperidine-1-carboxylate), C(C)(=O)OCC.Cl (hydrogen chloride-ethyl acetate). Conditions: time 2 hour. The product is Cl.Cl.NC(=O)[C@H]1C[C@H](CNC1)N(C(=O)C=1C(=NC(=NC1)C(C)(C)C)NCC=1OC=CC1)CC(C)C (N-[(3R*,5S*)-5-(aminocarbonyl)piperidin-3-yl]-2-tert-butyl-4-[(2-furylmethyl)amino]-N-isobutylpyrimidine-5-carboxamide dihydrochloride). RXN SMILES: [NH2:1][C:2]([C@@H:4]1[CH2:9][C@H:8]([N:10]([C:15]([C:17]2[C:18]([NH:27][CH2:28][C:29]3[O:30][CH:31]=[CH:32][CH:33]=3)=[N:19][C:20]([C:23]([CH3:26])([CH3:25])[CH3:24])=[N:21][CH:22]=2)=[O:16])[CH2:11][CH:12]([CH3:14])[CH3:13])[CH2:7][N:6](C(OC(C)(C)C)=O)[CH2:5]1)=[O:3].C(OCC)(=O)C.[ClH:47]>>[ClH:47].[ClH:47].[NH2:1][C:2]([C@@H:4]1[CH2:5][NH:6][CH2:7][C@H:8]([N:10]([CH2:11][CH:12]([CH3:14])[CH3:13])[C:15]([C:17]2[C:18]([NH:27][CH2:28][C:29]3[O:30][CH:31]=[CH:32][CH:33]=3)=[N:19][C:20]([C:23]([CH3:26])([CH3:25])[CH3:24])=[N:21][CH:22]=2)=[O:16])[CH2:9]1)=[O:3] |f:1.2,3.4.5|. Procedure: tert-Butyl (3R*,5S*)-3-(aminocarbonyl)-5-[({2-tert-butyl-4-[(2-furylmethyl)amino]pyrimidin-5-yl}carbonyl)(isobutyl)amino]piperidine-1-carboxylate (230 mg) was dissolved in 1 M hydrogen chloride-ethyl acetate (4 ml), and the mixture was stirred at room temperature for 2 hr. The reaction mixture was concentrated, ethyl acetate was added and the precipitate was collected by filtration and washed with ethyl acetate to give the object compound (218 mg). The product is CNC(=O)C1=C(N(C2=CC(=CC=C12)OC1=C2C(=NC=C1)C=C(S2)C=2SC=C(N2)CO)C)C (1,2-Dimethyl-6-(2-[4-(hydroxymethyl)thiazol-2-yl]thieno[3,2-b]pyridin-7-yloxy)-1H-indole-3-carboxylic acid methylamide). Reactants: ClC1=C2C(=NC=C1)C=C(S2)C=2SC=C(N2)CO ([2-(7-chloro-thieno[3,2-b]pyridin-2-yl)-thiazol-4-yl]-methanol), CNC(=O)C1=C(N(C2=CC(=CC=C12)O)C)C (6-hydroxy-1,2-dimethyl-1H-indole-3-carboxylic acid methylamide), C(=O)([O-])[O-].[Cs+].[Cs+] (Cs2CO3). Procedure: This material was prepared by the reaction of [2-(7-chloro-thieno[3,2-b]pyridin-2-yl)-thiazol-4-yl]-methanol with 6-hydroxy-1,2-dimethyl-1H-indole-3-carboxylic acid methyl amide 16e and Cs2CO3 in a manner as previously described for example 1. 1H NMR (300 MHz, DMSO-d6) δ8.52 (1H, d, J=5.5 Hz), 8.14 (1H, s), 7.83 (1H, d, J=8.6 Hz), 7.63 (1H, s), 7.58 (1H, d, J=4.7 Hz), 7.54 (1H, d, J=2.0 Hz), 7.04 (1H, dd, J=2.0, 8.6 Hz), 6.64 (1H, d, J=5.5 Hz), 4.60 (2H, s), 3.67 (3H, s), 2.80 (3H, d, J=4.3 Hz),... Reaction SMILES: Cl[C:2]1[CH:7]=[CH:6][N:5]=[C:4]2[CH:8]=[C:9]([C:11]3[S:12][CH:13]=[C:14]([CH2:16][OH:17])[N:15]=3)[S:10][C:3]=12.[CH3:18][NH:19][C:20]([C:22]1[C:30]2[C:25](=[CH:26][C:27]([OH:31])=[CH:28][CH:29]=2)[N:24]([CH3:32])[C:23]=1[CH3:33])=[O:21].C([O-])([O-])=O.[Cs+].[Cs+]>>[CH3:18][NH:19][C:20]([C:22]1[C:30]2[C:25](=[CH:26][C:27]([O:31][C:2]3[CH:7]=[CH:6][N:5]=[C:4]4[CH:8]=[C:9]([C:11]5[S:12][CH:13]=[C:14]([CH2:16][OH:17])[N:15]=5)[S:10][C:3]=34)=[CH:28][CH:29]=2)[N:24]([CH3:32])[C:23]=1[CH3:33])=[O:21] |f:2.3.4|. Reactants: C(C1=CC=CC=C1)OC1=CC=C(C=C1)C1=NOC(=C1)COS(=O)(=O)C (Methanesulfonic acid-3-(4-benzyloxy-phenyl)-isoxazol-5-ylmethyl ester), OC1CCNCC1 (4-hydroxypiperidine), C([O-])([O-])=O.[K+].[K+] (potassium carbonate). The reagents and catalysts are CCCC[N+](CCCC)(CCCC)CCCC.[I-] (TBAI). The solvent is CN(C)C=O (DMF), CN(C)C=O (DMF). Conditions: time 8 hour. Yields the product C(C1=CC=CC=C1)OC1=CC=C(C=C1)C1=NOC(=C1)CN1CCC(CC1)O (1-[3-(4-benzyloxy-phenyl)-isoxazol-5-ylmethyl]-piperidin-4-ol). As a reaction SMILES: [CH2:1]([O:8][C:9]1[CH:14]=[CH:13][C:12]([C:15]2[CH:19]=[C:18]([CH2:20]OS(C)(=O)=O)[O:17][N:16]=2)=[CH:11][CH:10]=1)[C:2]1[CH:7]=[CH:6][CH:5]=[CH:4][CH:3]=1.[OH:26][CH:27]1[CH2:32][CH2:31][NH:30][CH2:29][CH2:28]1.C(=O)([O-])[O-].[K+].[K+]>CCCC[N+](CCCC)(CCCC)CCCC.[I-].CN(C=O)C>[CH2:1]([O:8][C:9]1[CH:10]=[CH:11][C:12]([C:15]2[CH:19]=[C:18]([CH2:20][N:30]3[CH2:31][CH2:32][CH:27]([OH:26])[CH2:28][CH2:29]3)[O:17][N:16]=2)=[CH:13][CH:14]=1)[C:2]1[CH:3]=[CH:4][CH:5]=[CH:6][CH:7]=1 |f:2.3.4,5.6|. Procedure: Methanesulfonic acid-3-(4-benzyloxy-phenyl)-isoxazol-5-ylmethyl ester (150 mg, 0.42 mmol), 4-hydroxypiperidine (64 mg, 0.63 mmol), potassium carbonate (87 mg, 0.63 mmol), and TBAI (96 mg, 0.26 mmol) were placed in 10 ml of DMF and stirred at room temperature overnight. The completion of the reaction was confirmed by LC, and then a crude solid compound obtained from distillation of the DMF under reduced pressure was extracted with ethyl acetate and water. The ethyl acetate was distilled off under... Reactants: BrCCC1OCCO1 (2-(2-bromoethyl)-1,3-dioxolane), [C-]#N.[K+] (potassium cyanide). The reagents and catalysts are C1COCCOCCOCCOCCOCCO1 (18-crown-6). Solvent: CN(C=O)C (dimethylformamide). Conditions: temperature 23 celsius, time 72 hour. Product: C(#N)CCC1OCCO1 (2-(2-cyanoethyl)-1,3-dioxolane). The yield is 55.9%. Reaction SMILES: Br[CH2:2][CH2:3][CH:4]1[O:8][CH2:7][CH2:6][O:5]1.[C-:9]#[N:10].[K+]>CN(C)C=O.C1OCCOCCOCCOCCOCCOC1>[C:9]([CH2:2][CH2:3][CH:4]1[O:8][CH2:7][CH2:6][O:5]1)#[N:10] |f:1.2|. Procedure: A mixture of 2-(2-bromoethyl)-1,3-dioxolane (8.14 g, 45 mmol), potassium cyanide (5.85 g, 90 mmol), and 18-crown-6 (30 mg) in 30 mL of dimethylformamide was stirred for 72 hours at 23° C. The reaction mixture was filtered, diluted with 70 mL of dichloromethane and washed twice with 10 mL of water. The organic phase was dried over magnesium sulfate and distilled under vacuum to yield 3.2 g of 2-(2-cyanoethyl)-1,3-dioxolane. This was stirred in 20 mL of 1M HCl for 40 hours. The mixture was neutral... Reported procedure: To a solution of ((S)-tert-butyl (1-((6-isopropyl-5-oxo-5,6-dihydrobenzo[c][2,7]naphthyridin-8-yl)oxy)-4-methylpentan-2-yl)carbamate (160 mg, 0.353 mmol) in anhydrous dichloromethane (4 mL) was added a 2 M solution of HCl in diethyl ether (0.88 mL, 1.76 mmol) dropwise at 0° C. The reaction mixture was allowed to warm to room temperature and stirred for 2 h. The reaction mixture was then concentrated under reduced pressure to afford crude product which was purified by preparative HPLC (10 mM ammo... Isolated yield 36.0%. RXN SMILES: [CH:1]([N:4]1[C:13]2[CH:14]=[C:15]([O:18][CH2:19][C@@H:20]([NH:25]C(=O)OC(C)(C)C)[CH2:21][CH:22]([CH3:24])[CH3:23])[CH:16]=[CH:17][C:12]=2[C:11]2[C:6](=[CH:7][N:8]=[CH:9][CH:10]=2)[C:5]1=[O:33])([CH3:3])[CH3:2].Cl.C(OCC)C>ClCCl>[NH2:25][C@@H:20]([CH2:21][CH:22]([CH3:24])[CH3:23])[CH2:19][O:18][C:15]1[CH:16]=[CH:17][C:12]2[C:11]3[C:6](=[CH:7][N:8]=[CH:9][CH:10]=3)[C:5](=[O:33])[N:4]([CH:1]([CH3:2])[CH3:3])[C:13]=2[CH:14]=1. Reaction conditions: time 2 hour. Starting materials: C(C)(C)N1C(C2=CN=CC=C2C2=C1C=C(C=C2)OC[C@H](CC(C)C)NC(OC(C)(C)C)=O)=O ((S)-tert-butyl (1-((6-isopropyl-5-oxo-5,6-dihydrobenzo[c][2,7]naphthyridin-8-yl)oxy)-4-methylpentan-2-yl)carbamate), solution, Cl (HCl), C(C)OCC (diethyl ether). Yields the product N[C@H](COC=1C=CC2=C(N(C(C3=CN=CC=C23)=O)C(C)C)C1)CC(C)C ((S)-8-((2-amino-4-methylpentyl)oxy)-6-isopropylbenzo[c][2,7]naphthyridin-5(6H)-one). Solvent: ClCCl (dichloromethane).